The task is: describe an organic reaction: reactants, conditions, products, and yield. This data is from the Open Reaction Database (ORD), a public repository of structured organic reaction records. Reaction SMILES: [CH3:1][C:2]1[CH:7]=[CH:6][C:5]([NH2:8])=[CH:4][C:3]=1[NH:9][C:10]1[N:15]=[C:14]([C:16]2[CH:17]=[N:18][CH:19]=[CH:20][CH:21]=2)[CH:13]=[CH:12][N:11]=1.C[O:23][C:24](=O)[C:25]1[CH:30]=[CH:29][C:28]([CH:31]([Cl:33])[Cl:32])=[CH:27][CH:26]=1.C[Al](C)C>C1(C)C=CC=CC=1>[Cl:32][CH:31]([Cl:33])[C:28]1[CH:27]=[CH:26][C:25]([C:24]([NH:8][C:5]2[CH:6]=[CH:7][C:2]([CH3:1])=[C:3]([NH:9][C:10]3[N:15]=[C:14]([C:16]4[CH:17]=[N:18][CH:19]=[CH:20][CH:21]=4)[CH:13]=[CH:12][N:11]=3)[CH:4]=2)=[O:23])=[CH:30][CH:29]=1. Reaction conditions: temperature 45 celsius, time 3.5 hour. Reported procedure: To a suspension of 4-methyl-N*3*-(4-pyridin-3-yl-pyrimidin-2-yl)-benzene-1,3-diamine (2.00 g mg, 7.21 mmol) in toluene (22 ml) at 45° C. under an atmosphere of argon is added sequentially 4-dichloromethyl-benzoic acid methyl ester (1.90 g, 8.67 mmol) and AlMe3 (2 M in toluene, 12.6 ml, 25.2 mmol). The resulting brown solution is stirred at 45° C. for a period of 3.5 hrs. The reaction mixture is then cooled to 0° C. and quenched by slow addition of a saturated aqueous solution of Rochelle salt (7... The reactants are COC(C1=CC=C(C=C1)C(Cl)Cl)=O (4-dichloromethyl-benzoic acid methyl ester), C[Al](C)C (AlMe3), CC1=C(C=C(C=C1)N)NC1=NC=CC(=N1)C=1C=NC=CC1 (4-methyl-N*3*-(4-pyridin-3-yl-pyrimidin-2-yl)-benzene-1,3-diamine). Run in C1(=CC=CC=C1)C (toluene). Product: ClC(C1=CC=C(C(=O)NC2=CC(=C(C=C2)C)NC2=NC=CC(=N2)C=2C=NC=CC2)C=C1)Cl (4-dichloromethyl-N-[4-methyl-3-(4-pyridin-3-yl-pyrimidin-2-ylamino)-phenyl]-benzamide). Reactants: Cl.C(=O)(O)SCC=1C=CC=C2CCCN(C12)C (8-Carboxythiomethyl-1-methyl-1,2,3,4-tetrahydroquinoline hydrochloride), COC=1C=CC(=C(C1)N)N (5-methoxy-o-phenylenediamine), N (ammonia). The solvent is Cl (hydrochloric acid). The product is COC1=CC2=C(N=C(N2)SCC=2C=CC=C3CCCN(C23)C)C=C1 (8-(5-methoxy-2-benzimidazolyl)thiomethyl-1-methyl-1,2,3,4-tetrahydroquinoline). The yield is 14.7%. RXN SMILES: Cl.[C:2]([S:5][CH2:6][C:7]1[CH:8]=[CH:9][CH:10]=[C:11]2[C:16]=1[N:15]([CH3:17])[CH2:14][CH2:13][CH2:12]2)(O)=O.[CH3:18][O:19][C:20]1[CH:21]=[CH:22][C:23]([NH2:27])=[C:24]([NH2:26])[CH:25]=1.N>Cl>[CH3:18][O:19][C:20]1[CH:21]=[CH:22][C:23]2[N:27]=[C:2]([S:5][CH2:6][C:7]3[CH:8]=[CH:9][CH:10]=[C:11]4[C:16]=3[N:15]([CH3:17])[CH2:14][CH2:13][CH2:12]4)[NH:26][C:24]=2[CH:25]=1 |f:0.1|. Procedure details: 8-Carboxythiomethyl-1-methyl-1,2,3,4-tetrahydroquinoline hydrochloride (27.9 g) and 5-methoxy-o-phenylenediamine (13.8 g) in 4N hydrochloric acid (100 ml) were refluxed for 40 minutes. The reaction mixture was cooled, neutralized with aqueous ammonia and extracted with chloroform. After drying the extract, the solvent was distilled off under reduced pressure and the resulting residue was purified by silica gel column chromatography [eluent:n-hexane-ethyl acetate (4:1)] to give 8-(5-methoxy-2-ben... The reactants are [Al+3], C1CCOC1, CCOC(C)=O, [H-], [H-], [H-], [H-], [Li+], CCOC(=O)C(C)(N)C1CCc2cc(OC)ccc2C1, O. Yields the product COc1ccc2c(c1)CCC(C(C)(N)CO)C2. Reaction SMILES: [Al+3:2].[CH2:7]1[O:8][CH2:9][CH2:10][CH2:11]1.[CH3:33][CH2:34][O:35][C:36](=[O:37])[CH3:38].[H-:1].[H-:4].[H-:5].[H-:6].[Li+:3].[NH2:12][C:13]([C:14](=[O:15])[O:16][CH2:17][CH3:18])([CH3:19])[CH:20]1[CH2:21][c:22]2[cH:23][cH:24][c:25]([O:30][CH3:31])[cH:26][c:27]2[CH2:28][CH2:29]1.[OH2:32]>>[NH2:12][C:13]([CH2:14][OH:15])([CH3:19])[CH:20]1[CH2:21][c:22]2[cH:23][cH:24][c:25]([O:30][CH3:31])[cH:26][c:27]2[CH2:28][CH2:29]1. The reactants are ClC=1C=C(C(=O)NC2=CC(=C(C=C2)OC2=CC=C(C=C2)C2OCCO2)F)C=CC1Cl (3,4-Dichloro-N-[4-(4-[1,3]dioxolane-2-ylphenoxy)-3-fluorophenyl]benzamide). Run in C(C)(=O)O (acetic acid). Reaction conditions: temperature 80 celsius, time 1.5 hour. The product is ClC=1C=C(C(=O)NC2=CC(=C(C=C2)OC2=CC=C(C=C2)C=O)F)C=CC1Cl (3,4-dichloro-N-[3-fluoro-4-(4-formylphenoxy)phenyl]benzamide). RXN SMILES: [Cl:1][C:2]1[CH:3]=[C:4]([CH:27]=[CH:28][C:29]=1[Cl:30])[C:5]([NH:7][C:8]1[CH:13]=[CH:12][C:11]([O:14][C:15]2[CH:20]=[CH:19][C:18]([CH:21]3OCC[O:22]3)=[CH:17][CH:16]=2)=[C:10]([F:26])[CH:9]=1)=[O:6]>C(O)(=O)C>[Cl:1][C:2]1[CH:3]=[C:4]([CH:27]=[CH:28][C:29]=1[Cl:30])[C:5]([NH:7][C:8]1[CH:13]=[CH:12][C:11]([O:14][C:15]2[CH:20]=[CH:19][C:18]([CH:21]=[O:22])=[CH:17][CH:16]=2)=[C:10]([F:26])[CH:9]=1)=[O:6]. Procedure details: 3,4-Dichloro-N-[4-(4-[1,3]dioxolane-2-ylphenoxy)-3-fluorophenyl]benzamide (17.4 g, 38.9 mmol) was added to 80% acetic acid, and the resulting solution was stirred for 1.5 hours at 80° C. The reaction solution was concentrated under reduced pressure, wherein the obtained residue was recrystallized from 80% ethanol to thereby yield 12.8 g of the title compound. Starting materials: ClC(Cl)Cl, COc1ccc(CN(c2ccccc2)c2cc(Cl)nn3ccnc23)cc1, O=C1CCC(=O)N1I. Product: COc1ccc(CN(c2ccccc2)c2cc(Cl)nn3c(I)cnc23)cc1. RXN SMILES: [CH:35]([Cl:36])([Cl:37])[Cl:38].[Cl:1][c:2]1[cH:3][c:4]([N:11]([c:12]2[cH:13][cH:14][cH:15][cH:16][cH:17]2)[CH2:18][c:19]2[cH:20][cH:21][c:22]([O:25][CH3:26])[cH:23][cH:24]2)[c:5]2[n:6]([n:7]1)[cH:8][cH:9][n:10]2.[O:27]=[C:28]1[N:29]([I:34])[C:30](=[O:31])[CH2:32][CH2:33]1>>[Cl:1][c:2]1[cH:3][c:4]([N:11]([c:12]2[cH:13][cH:14][cH:15][cH:16][cH:17]2)[CH2:18][c:19]2[cH:20][cH:21][c:22]([O:25][CH3:26])[cH:23][cH:24]2)[c:5]2[n:6]([n:7]1)[c:8]([I:34])[cH:9][n:10]2.